Dataset: the Open Reaction Database (ORD), a public repository of structured organic reaction records. Task: describe an organic reaction: reactants, conditions, products, and yield Reactants: CC1=CCCC2=CC=CC=C12 (1-methyl-3,4-dihydronaphthalene), C(C)(=O)O (acetic acid), C=O (formaldehyde), Cl.C12C(C3CC(CC(C1)C3)C2)N (2-adamantanamine hydrochloride). Product: C12C(C3CC(CC(C1)C3)C2)N2CC3CCC1=C(C3CC2)C=CC=C1 (3-(2-adamantyl)-1,2,3,4,4a,5,6,10b-octahydrobenz[f]isoquinoline). Reaction SMILES: [CH3:1][C:2]1[C:11]2[C:6](=[CH:7][CH:8]=[CH:9][CH:10]=2)[CH2:5][CH2:4][CH:3]=1.C=O.Cl.[CH:15]12[CH2:24][CH:19]3[CH2:20][CH:21]([CH2:23][CH:17]([CH2:18]3)[CH:16]1[NH2:25])[CH2:22]2.[C:26](O)(=O)[CH3:27]>>[CH:15]12[CH2:24][CH:19]3[CH2:20][CH:21]([CH2:23][CH:17]([CH2:18]3)[CH:16]1[N:25]1[CH2:5][CH2:6][CH:11]3[CH:2]([CH2:3][CH2:4][C:26]4[CH:27]=[CH:7][CH:8]=[CH:9][C:10]=43)[CH2:1]1)[CH2:22]2 |f:2.3|. Reported procedure: Following the procedure of Example 1, step 3, 5.00 g (34.7 mmol) of 1-methyl-3,4-dihydronaphthalene in 35 ml of acetic acid was reacted with 11.3 ml of 37% formaldehyde solution and 14.96 g of 2-adamantanamine hydrochloride. Work up gave 14.47 g of crude 3-(2-adamantyl)-1,2,3,4,4a,5,6,10b-octahydrobenz[f]isoquinoline. Following the procedure of Example 2, this was reacted with 2.09 g of lithium wire in 500 ml of liquid ammonia, 200 ml of anhydrous THF and 5 ml of aniline. Chromatography on flash... The reactants are C(#C)[C@H]1O[C@H]([C@@H]2OC(O[C@@H]21)(C)C)OC ((3aR,4R,6R,6aR)-4-ethynyl-6-methoxy-2,2-dimethyltetrahydrofuro[3,4-d][1,3]dioxole), C[Si](C)(C)N=[N+]=[N-] (trimethylsilylazide), teflon. Product: CO[C@@H]1O[C@@H]([C@@H]2[C@H]1OC(O2)(C)C)C2=NNN=C2 (4-[(3aR,4R,6R,6aR)-6-Methoxy-2,2-dimethyltetrahydrofuro[3,4-d][1,3]dioxol-4-yl]-2H-1,2,3-triazole). As a reaction SMILES: [C:1]([C@@H:3]1[C@@H:10]2[C@@H:6]([O:7][C:8]([CH3:12])([CH3:11])[O:9]2)[C@H:5]([O:13][CH3:14])[O:4]1)#[CH:2].C[Si]([N:19]=[N+:20]=[N-:21])(C)C>>[CH3:14][O:13][C@H:5]1[C@@H:6]2[O:7][C:8]([CH3:11])([CH3:12])[O:9][C@@H:10]2[C@@H:3]([C:1]2[CH:2]=[N:21][NH:20][N:19]=2)[O:4]1. Procedure: A solution of (3aR,4R,6R,6aR)-4-ethynyl-6-methoxy-2,2-dimethyltetrahydrofuro[3,4-d][1,3]dioxole (Helv. Chim. Acta, 1980, 63(5), 1181) (0.55 g, 2.8 mmol), in trimethylsilylazide (5 ml) was heated at 120 □C. in a teflon lined bomb for 12 hours. The reaction mixture was allowed to cool to room temperature and the solvent was evaporated under reduced pressure. The residue was purified by column chromatography on silica gel eluting with a gradient system of dichloromethane gradually changing to dichl...